Dataset: the Open Reaction Database (ORD), a public repository of structured organic reaction records. Task: describe an organic reaction: reactants, conditions, products, and yield Starting materials: N[C@@H](CCCNC(N)=N)C(=O)N[C@@H](CC1=CC=CC=C1)C(=O)N[C@@H](COC(C)(C)C)C(=O)NCC(=O)OC (H-Arg-Phe-Ser(tBu)-Gly-OCH3), Cl (HCl), N([C@@H](CC1=CNC=N1)C(=O)NN)C(=O)OCC1=CC=CC=C1 (Z-His-NH-NH2), N(=O)OC(C)(C)C (t-butyl nitrite), Cl (hydrogen chloride), CCOCC (ether). Solvent: CN(C=O)C (dimethylformamide), C(C)N(CC)CC (triethylamine), CN(C=O)C (dimethylformamide), CN(C=O)C (dimethylformamide), CN(C=O)C (dimethylformamide), CN(C=O)C (dimethylformamide), C(C)N(CC)CC (triethylamine). Reaction conditions: time 20 hour. Product: N([C@@H](CC1=CNC=N1)C(=O)N[C@@H](CCCNC(N)=N)C(=O)N[C@@H](CC1=CC=CC=C1)C(=O)N[C@@H](COC(C)(C)C)C(=O)NCC(=O)OC)C(=O)OCC1=CC=CC=C1 (Z-His-Arg-Phe-Ser(tBu)-Gly-OCH3). RXN SMILES: [NH:1]([C:13]([O:15][CH2:16][C:17]1[CH:22]=[CH:21][CH:20]=[CH:19][CH:18]=1)=[O:14])[C@H:2]([C:9]([NH:11]N)=[O:10])[CH2:3][C:4]1[N:8]=[CH:7][NH:6][CH:5]=1.Cl.CCOCC.N(OC(C)(C)C)=O.N[C@H:37]([C:45]([NH:47][C@H:48]([C:56]([NH:58][C@H:59]([C:66]([NH:68][CH2:69][C:70]([O:72][CH3:73])=[O:71])=[O:67])[CH2:60][O:61][C:62]([CH3:65])([CH3:64])[CH3:63])=[O:57])[CH2:49][C:50]1[CH:55]=[CH:54][CH:53]=[CH:52][CH:51]=1)=[O:46])[CH2:38][CH2:39][CH2:40][NH:41][C:42](=[NH:44])[NH2:43]>CN(C)C=O.C(N(CC)CC)C>[NH:1]([C:13]([O:15][CH2:16][C:17]1[CH:22]=[CH:21][CH:20]=[CH:19][CH:18]=1)=[O:14])[C@H:2]([C:9]([NH:11][C@H:37]([C:45]([NH:47][C@H:48]([C:56]([NH:58][C@H:59]([C:66]([NH:68][CH2:69][C:70]([O:72][CH3:73])=[O:71])=[O:67])[CH2:60][O:61][C:62]([CH3:65])([CH3:64])[CH3:63])=[O:57])[CH2:49][C:50]1[CH:51]=[CH:52][CH:53]=[CH:54][CH:55]=1)=[O:46])[CH2:38][CH2:39][CH2:40][NH:41][C:42](=[NH:43])[NH2:44])=[O:10])[CH2:3][C:4]1[N:8]=[CH:7][NH:6][CH:5]=1. Reported procedure: 7.6 g of Z-His-NH-NH2 (25 mmols) are suspended in 60 ml of dimethylformamide, 31 ml of hydrogen chloride in ether (2.43 N,. 75.3 mmols) are added at -16°C and the clear yellowish solution thereby obtained is mixed, at -18°C, with 3.2 ml of t-butyl nitrite (95 % strength, 26.5 mmols) in 10 ml of dimethylformamide. After 10 minutes 10.4 ml of triethylamine (75 mmols) in 25 ml of pre-cooled dimethylformamide, and 8.5 g of H-Arg-Phe-Ser(tBu)-Gly-OCH3. 2 HCl (14 mmols) in 50 ml of pre-cooled dimethyl... The reactants are COC(=O)CO, CC=CCO, [K+], [K+], O=C([O-])[O-]. Yields the product CC=CCOC(=O)CO. As a reaction SMILES: [C:1]([CH2:2][OH:3])(=[O:4])[O:5][CH3:6].[CH3:13][CH:14]=[CH:15][CH2:16][OH:17].[K+:7].[K+:8].[O-:9][C:10]([O-:11])=[O:12]>>[C:1]([CH2:2][OH:3])(=[O:4])[O:5][CH2:6][CH:13]=[CH:14][CH3:15].